Dataset: the Open Reaction Database (ORD), a public repository of structured organic reaction records. Task: describe an organic reaction: reactants, conditions, products, and yield The reactants are CON(C)C(=O)c1cn(-c2cccc(-c3cccnc3F)c2)cn1, c1cscn1. Yields the product O=C(c1cn(-c2cccc(-c3cccnc3F)c2)cn1)c1nccs1. As a reaction SMILES: [CH3:1][O:2][N:3]([C:4](=[O:5])[c:6]1[n:7][cH:8][n:9](-[c:11]2[cH:12][c:13](-[c:17]3[c:18]([F:23])[n:19][cH:20][cH:21][cH:22]3)[cH:14][cH:15][cH:16]2)[cH:10]1)[CH3:24].[cH:25]1[cH:26][s:27][cH:28][n:29]1>>[C:4](=[O:5])([c:6]1[n:7][cH:8][n:9](-[c:11]2[cH:12][c:13](-[c:17]3[c:18]([F:23])[n:19][cH:20][cH:21][cH:22]3)[cH:14][cH:15][cH:16]2)[cH:10]1)[c:28]1[s:27][cH:26][cH:25][n:29]1.